Dataset: the Open Reaction Database (ORD), a public repository of structured organic reaction records. Task: describe an organic reaction: reactants, conditions, products, and yield The reactants are CC1=NNC(O1)=O (5-methyl-3H-1,3,4-oxadiazol-2-one), C[O-].[Na+] (NaOMe), ClCC(=O)C1=CC=C(C=C1)F (2-chloro-4′-fluoroacetophenone). The reagents and catalysts are [Br-].C(CCC)[N+](CCCC)(CCCC)CCCC (tetrabutylammonium bromide). Run in CO (MeOH), CO (methanol), C(Cl)(Cl)Cl (CHCl3). Reaction conditions: time 10 minute. The product is FC1=CC=C(C=C1)C(CN1C(OC(=N1)C)=O)=O (3-[2-(4-fluoro-phenyl)-2-oxo-ethyl]-5-methyl-3H-1,3,4-oxadiazol-2-one). The yield is 100.0%. Reaction SMILES: [CH3:1][C:2]1[O:6][C:5](=[O:7])[NH:4][N:3]=1.C[O-].[Na+].Cl[CH2:12][C:13]([C:15]1[CH:20]=[CH:19][C:18]([F:21])=[CH:17][CH:16]=1)=[O:14]>CO.[Br-].C([N+](CCCC)(CCCC)CCCC)CCC.C(Cl)(Cl)Cl>[F:21][C:18]1[CH:19]=[CH:20][C:15]([C:13](=[O:14])[CH2:12][N:4]2[N:3]=[C:2]([CH3:1])[O:6][C:5]2=[O:7])=[CH:16][CH:17]=1 |f:1.2,5.6|. Procedure: To a solution of 5-methyl-3H-1,3,4-oxadiazol-2-one (2.77 g, 27.7 mmol) in MeOH (25 mL) is added 25 wt % NaOMe solution in methanol (6.4 mL, 27.9 mmol) and the mixture is stirred at rt for 10 min. The mixture is concentrated in vacuo and the residue is added to a solution of 2-chloro-4′-fluoroacetophenone (4.71 g, 27.3 mmol) and tetrabutylammonium bromide (0.174 g, 0.54 mmol) in CHCl3 (16 mL). The mixture is heated to reflux for 2.5 h under N2. The reaction mixture is then allowed to cool and sti...